From a dataset of the Open Reaction Database (ORD), a public repository of structured organic reaction records. describe an organic reaction: reactants, conditions, products, and yield The reactants are OC1=CC(=C(C(=O)OC)C=C1)OC (methyl 4-hydroxy-2-methoxybenzoate), C1(=CC=CC=C1)P(C1=CC=CC=C1)C1=CC=CC=C1 (triphenylphosphine), C1CCOC1 (THF), S(=O)(=O)=C1OC=CC(=C1)O (sulfonylpyran-4-ol), N(=NC(=O)OCC)C(=O)OCC (diethyl azodicarboxylate), C1CCOC1 (THF). Conditions: temperature 0 celsius. The product is S(=O)(=O)=C1C=C(OC=C1)C(=O)OC1=CC(=C(C(=O)OC)C=C1)OC (methyl 4-[4-sulfonylpyranoyloxy]-2-methoxybenzoate). Reaction SMILES: [OH:1][C:2]1[CH:11]=[CH:10][C:5]([C:6]([O:8][CH3:9])=[O:7])=[C:4]([O:12][CH3:13])[CH:3]=1.C1(P(C2C=CC=CC=2)C2C=CC=CC=2)C=CC=CC=1.[S:33](=[C:36]1[CH:41]=C(O)C=CO1)(=[O:35])=[O:34].N(C(OCC)=O)=NC(OCC)=[O:46].[CH2:55]1[CH2:59][O:58][CH2:57][CH2:56]1>>[S:33](=[C:36]1[CH:55]=[CH:59][O:58][C:57]([C:56]([O:1][C:2]2[CH:11]=[CH:10][C:5]([C:6]([O:8][CH3:9])=[O:7])=[C:4]([O:12][CH3:13])[CH:3]=2)=[O:46])=[CH:41]1)(=[O:35])=[O:34]. Procedure: To a stirred solution of methyl 4-hydroxy-2-methoxybenzoate (364 mg, 2.0 mmol) in dry THF (4 mL) was added triphenylphosphine (524.6 mg, 2.0 mmol) and the solution was cooled to 0° C. A 2.5 mL volume of sulfonylpyran-4-ol (200 mg, 1.33 mmol) and diethyl azodicarboxylate (315 μL, 2.0 mmol) in THF was added dropwise via addition funnel over 0.5 h. The reaction was filtered and the solvent was removed under reduced pressure. The residue was chromatographed on a silica gel column packed in 60:40 hex... Product: FC1=CC=C(C=C1)C1=CC=C(C=C1)C(CCN)(C)O (3-(4'-fluoro-4-biphenylyl)-3-hydroxybutylamine). RXN SMILES: Cl.Br[C:3]([C:8]1[CH:13]=[CH:12][C:11]([C:14]2[CH:19]=[CH:18][C:17]([F:20])=[CH:16][CH:15]=2)=[CH:10][CH:9]=1)([CH3:7])[CH2:4][CH2:5][NH2:6].CC(C)=[O:23]>O.S(=O)(=O)(O)O>[F:20][C:17]1[CH:18]=[CH:19][C:14]([C:11]2[CH:12]=[CH:13][C:8]([C:3]([OH:23])([CH3:7])[CH2:4][CH2:5][NH2:6])=[CH:9][CH:10]=2)=[CH:15][CH:16]=1 |f:0.1|. The solvent is O (water). Procedure: 3.59 g of 3-bromo-3-(4'-fluoro-4-biphenylyl)butylamine hydrochloride [obtainable by reacting 3-hydroxy-3-(4'-fluoro-4-biphenylyl)-butyramide with PBr3 to give 3-bromo-3-(4'-fluoro-4-biphenylyl)-butyramide and reduction with LiAlH4 ] are dissolved in a mixture of 15 ml of acetone and 15 ml of water, 1 drop of sulfuric acid is added, and the mixture is warmed to 45° for 4 hours and worked up in the customary manner to give 3-(4'-fluoro-4-biphenylyl)-3-hydroxybutylamine, m.p. 144°-146°. A little 3-... Reactants: Cl.BrC(CCN)(C)C1=CC=C(C=C1)C1=CC=C(C=C1)F (3-bromo-3-(4'-fluoro-4-biphenylyl)butylamine hydrochloride), CC(=O)C (acetone). Reagents/catalysts: S(O)(O)(=O)=O (sulfuric acid). The reactants are CCOP(=O)(CP(=O)(OCC)OCC)OCC, CN(C)C=O, Cl, [H-], [Na+], O, COc1cc(COc2nn(-c3ccccc3)cc2C=O)ccc1OCc1nc(-c2ccco2)oc1C. Product: CCOP(=O)(C=Cc1cn(-c2ccccc2)nc1OCc1ccc(OCc2nc(-c3ccco3)oc2C)c(OC)c1)OCC. As a reaction SMILES: [CH2:37]([P:38](=[O:39])([O:40][CH2:41][CH3:42])[O:43][CH2:44][CH3:45])[P:46]([O:47][CH2:48][CH3:49])([O:50][CH2:51][CH3:52])=[O:53].[CH3:58][N:59]([CH3:60])[CH:61]=[O:62].[ClH:56].[H-:54].[Na+:55].[OH2:57].[o:1]1[c:2](-[c:6]2[o:7][c:8]([CH3:36])[c:9]([CH2:11][O:12][c:13]3[c:14]([O:34][CH3:35])[cH:15][c:16]([CH2:17][O:18][c:19]4[n:20][n:21](-[c:26]5[cH:27][cH:28][cH:29][cH:30][cH:31]5)[cH:22][c:23]4[CH:24]=[O:25])[cH:32][cH:33]3)[n:10]2)[cH:3][cH:4][cH:5]1>>[o:1]1[c:2](-[c:6]2[o:7][c:8]([CH3:36])[c:9]([CH2:11][O:12][c:13]3[c:14]([O:34][CH3:35])[cH:15][c:16]([CH2:17][O:18][c:19]4[n:20][n:21](-[c:26]5[cH:27][cH:28][cH:29][cH:30][cH:31]5)[cH:22][c:23]4[CH:24]=[CH:37][P:46]([O:47][CH2:48][CH3:49])([O:50][CH2:51][CH3:52])=[O:53])[cH:32][cH:33]3)[n:10]2)[cH:3][cH:4][cH:5]1. Reactants: Cl.FC1=C(C(=C(C(=C1OC(=O)C=1N=NC(=C(C1)C1=CC=C(C=C1)OC1CCCCC1)CCCC)F)F)F)F (6-butyl-5-(4-cyclohexyloxy-phenyl)-pyridazine-3-carboxylic acid pentafluorophenyl ester hydrochloride), N1=CC=CC=C1 (pyridine), C(C)(C)(C)OC(=O)N1CC(OCC1)CN (2-aminomethyl-morpholine-4-carboxylic acid tert-butyl ester). Run in C1CCOC1 (THF). Yields the product C(C)(C)(C)OC(=O)N1CC(OCC1)CNC(=O)C=1N=NC(=C(C1)C1=CC=C(C=C1)OC1CCCCC1)CCCC (2-({[6-butyl-5-(4-cyclohexyloxy-phenyl)-pyridazine-3-carbonyl]-amino}-methyl)-morpholine-4-carboxylic acid tert-butyl ester). RXN SMILES: Cl.FC1C([O:9][C:10]([C:12]2[N:13]=[N:14][C:15]([CH2:31][CH2:32][CH2:33][CH3:34])=[C:16]([C:18]3[CH:23]=[CH:22][C:21]([O:24][CH:25]4[CH2:30][CH2:29][CH2:28][CH2:27][CH2:26]4)=[CH:20][CH:19]=3)[CH:17]=2)=O)=C(F)C(F)=C(F)C=1F.N1C=CC=CC=1.[C:45]([O:49][C:50]([N:52]1[CH2:57][CH2:56][O:55][CH:54]([CH2:58][NH2:59])[CH2:53]1)=[O:51])([CH3:48])([CH3:47])[CH3:46]>C1COCC1>[C:45]([O:49][C:50]([N:52]1[CH2:57][CH2:56][O:55][CH:54]([CH2:58][NH:59][C:10]([C:12]2[N:13]=[N:14][C:15]([CH2:31][CH2:32][CH2:33][CH3:34])=[C:16]([C:18]3[CH:23]=[CH:22][C:21]([O:24][CH:25]4[CH2:26][CH2:27][CH2:28][CH2:29][CH2:30]4)=[CH:20][CH:19]=3)[CH:17]=2)=[O:9])[CH2:53]1)=[O:51])([CH3:48])([CH3:47])[CH3:46] |f:0.1|. Procedure: To a solution of 6-butyl-5-(4-cyclohexyloxy-phenyl)-pyridazine-3-carboxylic acid pentafluorophenyl ester hydrochloride (0.18 mmol, 0.1 g, Example 90) and 0.1 mL of pyridine in 2 mL of THF was added 2-aminomethyl-morpholine-4-carboxylic acid tert-butyl ester (0.4 mmol, 0.09 g). The mixture was shaken at room temperature, and upon completion of the reaction, the solvent was removed. The residue was chromatographed with 4% methanolic solution of ammonia (2.0 M ammonia in methanol) in EtOAc to provi... Starting materials: C(C)(C)(C)OC(=O)N1[C@@H](CC(C1)=NOCC1=CC(=C(C=C1)Cl)Cl)C(=O)O ((2S,4EZ)-1-(tert-butoxycarbonyl)-4-{[(3,4-dichlorobenzyl)oxy]imino}-2-pyrrolidinecarboxylic acid), C1(=CC=C(C=C1)C(=O)Cl)C1=CC=CC=C1 ([1,1′-biphenyl]-4carbonyl chloride), N1(C=CC=C1)C1=C(C=CC=C1)N (2-(1H-pyrrol-1-yl)phenylamine). Yields the product C1(=CC=C(C=C1)C(=O)N1[C@@H](CC(C1)=NOCC1=CC(=C(C=C1)Cl)Cl)C(=O)NC1=C(C=CC=C1)N1C=CC=C1)C1=CC=CC=C1 ((2S,4EZ)-1-([1,1′-biphenyl]-4-ylcarbonyl)-4-{[(3,4-dichlorobenzyl)oxy]imino}-N-[2-(1H-pyrrol-1-yl)phenyl]-2-pyrrolidinecarboxamide). Reaction SMILES: C(O[C:6]([N:8]1[CH2:12][C:11](=[N:13][O:14][CH2:15][C:16]2[CH:21]=[CH:20][C:19]([Cl:22])=[C:18]([Cl:23])[CH:17]=2)[CH2:10][C@H:9]1[C:24]([OH:26])=O)=[O:7])(C)(C)C.[C:27]1([C:36]2[CH:41]=[CH:40][CH:39]=[CH:38][CH:37]=2)[CH:32]=[CH:31][C:30](C(Cl)=O)=[CH:29][CH:28]=1.[N:42]1([C:47]2[CH:52]=[CH:51][CH:50]=[CH:49][C:48]=2[NH2:53])[CH:46]=[CH:45][CH:44]=[CH:43]1>>[C:36]1([C:27]2[CH:28]=[CH:29][CH:30]=[CH:31][CH:32]=2)[CH:37]=[CH:38][C:39]([C:6]([N:8]2[CH2:12][C:11](=[N:13][O:14][CH2:15][C:16]3[CH:21]=[CH:20][C:19]([Cl:22])=[C:18]([Cl:23])[CH:17]=3)[CH2:10][C@H:9]2[C:24]([NH:53][C:48]2[CH:49]=[CH:50][CH:51]=[CH:52][C:47]=2[N:42]2[CH:46]=[CH:45][CH:44]=[CH:43]2)=[O:26])=[O:7])=[CH:40][CH:41]=1. Procedure: Following the general method as outlined in Example 22, starting from (2S,4EZ)-1-(tert-butoxycarbonyl)-4-{[(3,4-dichlorobenzyl)oxy]imino}-2-pyrrolidinecarboxylic acid, [1,1′-biphenyl]-4carbonyl chloride, and 2-(1H-pyrrol-1-yl)phenylamine the title compound was obtained in 54% purity by LC/MS. MS(ESI+): m/z=623.6. The reactants are ClC=1C2=C(N=CN1)CCN(C2)C2=C(C#N)C=C(C=C2)C (2-(4-chloro-7,8-dihydropyrido[4,3-d]pyrimidin-6(5H)-yl)-5-methylbenzonitrile), N1=CC=NC2=CC(=CC=C12)C(C)N (1-(quinoxalin-6-yl)ethanamine), C(C)(C)N(C(C)C)CC (N,N-diisopropylethylamine). Solvent: C(C)#N (acetonitrile). Product: CC=1C=CC(=C(C#N)C1)N1CC2=C(N=CN=C2NC(C)C=2C=C3N=CC=NC3=CC2)CC1 (5-methyl-2-(4-(1-(quinoxalin-6-yl)ethylamino)-7,8-dihydropyrido[4,3-d]pyrimidin-6(5H)-yl)benzonitrile). Isolated yield 15.3%. RXN SMILES: Cl[C:2]1[C:3]2[CH2:11][N:10]([C:12]3[CH:19]=[CH:18][C:17]([CH3:20])=[CH:16][C:13]=3[C:14]#[N:15])[CH2:9][CH2:8][C:4]=2[N:5]=[CH:6][N:7]=1.[N:21]1[C:30]2[C:25](=[CH:26][C:27]([CH:31]([NH2:33])[CH3:32])=[CH:28][CH:29]=2)[N:24]=[CH:23][CH:22]=1.C(N(CC)C(C)C)(C)C>C(#N)C>[CH3:20][C:17]1[CH:18]=[CH:19][C:12]([N:10]2[CH2:9][CH2:8][C:4]3[N:5]=[CH:6][N:7]=[C:2]([NH:33][CH:31]([C:27]4[CH:26]=[C:25]5[C:30](=[CH:29][CH:28]=4)[N:21]=[CH:22][CH:23]=[N:24]5)[CH3:32])[C:3]=3[CH2:11]2)=[C:13]([CH:16]=1)[C:14]#[N:15]. Procedure details: A reaction mixture of 2-(4-chloro-7,8-dihydropyrido[4,3-d]pyrimidin-6(5H)-yl)-5-methylbenzonitrile (200 mg, 0.70 mmol) and 1-(quinoxalin-6-yl)ethanamine (150 mg, 0.87 mmol) in acetonitrile (2 mL) and N,N-diisopropylethylamine (734 μL, 4.2 mmol) was subjected to microwave irradiation at 185° C. for 3.5 h. The reaction mixture was concentrated and the residue was purified by preparative HPLC (100×20.2 mm, C18 column; 30-60% acetonitrile-water [10 mM Et2NH]) to afford a light brown solid (45 mg).